This data is from the Open Reaction Database (ORD), a public repository of structured organic reaction records. The task is: describe an organic reaction: reactants, conditions, products, and yield The reactants are COC1CN(Cc2ccccc2)CCC1=O, CC(=O)O, CCC(C)[BH-](C(C)CC)C(C)CC, [Li+], C1CCOC1. Yields the product COC1CN(Cc2ccccc2)CCC1O. Reaction SMILES: [CH3:1][O:2][CH:3]1[CH2:4][N:5]([CH2:10][c:11]2[cH:12][cH:13][cH:14][cH:15][cH:16]2)[CH2:6][CH2:7][C:8]1=[O:9].[CH3:31][C:32](=[O:33])[OH:34].[CH:17]([BH-:18]([CH:19]([CH2:20][CH3:21])[CH3:22])[CH:23]([CH2:24][CH3:25])[CH3:26])([CH2:27][CH3:28])[CH3:29].[Li+:30].[O:35]1[CH2:36][CH2:37][CH2:38][CH2:39]1>>[CH3:1][O:2][CH:3]1[CH2:4][N:5]([CH2:10][c:11]2[cH:12][cH:13][cH:14][cH:15][cH:16]2)[CH2:6][CH2:7][CH:8]1[OH:9]. Reactants: CC1=C(C=C(C=C1)O)[N+](=O)[O-] (4-methyl-3-nitrophenol), C(C)OC(CCl)OCC (chloroacetaldehyde diethyl acetal), C([O-])([O-])=O.[K+].[K+] (potassium carbonate), [I-].[Na+] (sodium iodide). Solvent: CN(C=O)C (dimethylformamide). Product: C(C)OC(COC1=CC(=C(C=C1)C)[N+](=O)[O-])OCC (2-(4-methyl-3-nitrophenoxy)-acetaldehyde diethyl acetal). RXN SMILES: [CH3:1][C:2]1[CH:7]=[CH:6][C:5]([OH:8])=[CH:4][C:3]=1[N+:9]([O-:11])=[O:10].[CH2:12]([O:14][CH:15]([O:18][CH2:19][CH3:20])[CH2:16]Cl)[CH3:13].C(=O)([O-])[O-].[K+].[K+].[I-].[Na+]>CN(C)C=O>[CH2:12]([O:14][CH:15]([O:18][CH2:19][CH3:20])[CH2:16][O:8][C:5]1[CH:6]=[CH:7][C:2]([CH3:1])=[C:3]([N+:9]([O-:11])=[O:10])[CH:4]=1)[CH3:13] |f:2.3.4,5.6|. Reported procedure: A mixture of 15.3 g (0.1 mole) of 4-methyl-3-nitrophenol, 16.8 g (0.11 mole) of chloroacetaldehyde diethyl acetal, 20.7 g (0.15 mole) of ground potassium carbonate, 4.5 g (30 mmole) of sodium iodide and 100 ml of dimethylformamide is boiled under reflux for 12 hours. The whole is subsequently filtered with suction, the residue is washed with dimethylformamide and the solution is concentrated by evaporation in vacuo. Chromatography of the residue over silica gel (methylene chloride) and subsequen... Starting materials: 20, C1(=CC=CC2=CC=CC=C12)[O-].[K+] (potassium naphtholate), C([O-])([O-])=O.[K+].[K+] (potassium carbonate), stainless steel, C(=O)[O-].[K+] (potassium formate), [C]=O (carbon monoxide). Run in O (water), kerosene. Reaction conditions: temperature 280 celsius. Yields the product OC1=CC2=CC=C(C=C2C=C1)C(=O)O (2-hydroxynaphthalene-6-carboxylic acid). The yield is 72.0%. Reaction SMILES: [CH:1]([O-:3])=[O:2].[K+].[C]=O.[C:7]1([O-])[C:16]2[C:11](=[CH:12][CH:13]=[CH:14][CH:15]=2)[CH:10]=[CH:9][CH:8]=1.[K+].C(=O)([O-])[O-:20].[K+].[K+]>O>[OH:20][C:8]1[CH:9]=[CH:10][C:11]2[C:16](=[CH:15][CH:14]=[C:13]([C:1]([OH:3])=[O:2])[CH:12]=2)[CH:7]=1 |f:0.1,3.4,5.6.7,^3:4|. Procedure: A stainless steel pressure autoclave is charged with 100 parts of potassium formate and the melt is freed from residual moisture at 230° C., with stirring and in vacuo. It is then heated to 280° C. and 50 bar of carbon monoxide are injected. Using a metering pump, a mixture of 20 parts of potassium naphtholate with 25 parts of potassium carbonate are metered in as a suspension in kerosene over a period of 5 hours. Some of this kerosene is removed from the reaction vessel by distillation under re... Starting materials: C(C)(=O)N1CCN(CC1)C1=C(C=C2C(C(=CNC2=N1)C(=O)OCC)=O)F (Ethyl 7-(4-acetyl-1-piperazinyl)-6-fluoro-1,4-dihydro-4-oxo-1,8-naphthyridine-3-carboxylate), C([O-])([O-])=O.[K+].[K+] (potassium carbonate), C1(=CC=C(C=C1)S(=O)(=O)OCCF)C (2-Fluoroethyl p-toluenesulfonate). The solvent is CN(C=O)C (dimethylformamide). Run at temperature 50 celsius. Product: C(C)(=O)N1CCN(CC1)C1=C(C=C2C(C(=CN(C2=N1)CCF)C(=O)OCC)=O)F (ethyl 7-(4-acetyl-1-piperazinyl)-6-fluoro-1-(2-fluoroethyl)-1,4-dihydro-4-oxo-1,8-naphthyridine-3-carboxylate). Isolated yield 77.6%. As a reaction SMILES: [C:1]([N:4]1[CH2:9][CH2:8][N:7]([C:10]2[N:19]=[C:18]3[C:13]([C:14](=[O:25])[C:15]([C:20]([O:22][CH2:23][CH3:24])=[O:21])=[CH:16][NH:17]3)=[CH:12][C:11]=2[F:26])[CH2:6][CH2:5]1)(=[O:3])[CH3:2].C(=O)([O-])[O-].[K+].[K+].C1(C)C=CC(S(O[CH2:43][CH2:44][F:45])(=O)=O)=CC=1>CN(C)C=O>[C:1]([N:4]1[CH2:9][CH2:8][N:7]([C:10]2[N:19]=[C:18]3[C:13]([C:14](=[O:25])[C:15]([C:20]([O:22][CH2:23][CH3:24])=[O:21])=[CH:16][N:17]3[CH2:43][CH2:44][F:45])=[CH:12][C:11]=2[F:26])[CH2:6][CH2:5]1)(=[O:3])[CH3:2] |f:1.2.3|. Procedure: Ethyl 7-(4-acetyl-1-piperazinyl)-6-fluoro-1,4-dihydro-4-oxo-1,8-naphthyridine-3-carboxylate (7.2 g) and anhydrous potassium carbonate (4.1 g) are added to dimethylformamide (60 ml). The mixture is heated at 50° C. for 30 minutes with stirring. 2-Fluoroethyl p-toluenesulfonate (6.5 g) is added to the mixture, and the mixture is heated at 70°-80° C. with stirring. After the reaction is completed, the insoluble substance is removed by filtration. The filtrate is concentrated to dryness under reduce...